From a dataset of the Open Reaction Database (ORD), a public repository of structured organic reaction records. describe an organic reaction: reactants, conditions, products, and yield As a reaction SMILES: [CH2:1]([c:2]1[cH:3][cH:4][cH:5][cH:6][cH:7]1)[NH:8][c:9]1[c:10]([C:11](=[O:12])[NH2:13])[cH:14][cH:15][c:16]([Cl:18])[n:17]1.[CH3:32][C:33]#[N:34].[CH3:35][CH2:36][O:37][C:38]([CH3:39])=[O:40].[Na+:31].[OH-:30].[P:25]([Cl:26])([Cl:27])([Cl:28])=[O:29].[cH:19]1[cH:20][cH:21][n:22][cH:23][cH:24]1>>[CH2:1]([c:2]1[cH:3][cH:4][cH:5][cH:6][cH:7]1)[NH:8][c:9]1[c:10]([C:11]#[N:13])[cH:14][cH:15][c:16]([Cl:18])[n:17]1. The reactants are NC(=O)c1ccc(Cl)nc1NCc1ccccc1, CC#N, CCOC(C)=O, [Na+], [OH-], O=P(Cl)(Cl)Cl, c1ccncc1. Yields the product N#Cc1ccc(Cl)nc1NCc1ccccc1.